Dataset: the Open Reaction Database (ORD), a public repository of structured organic reaction records. Task: describe an organic reaction: reactants, conditions, products, and yield Reactants: OC(C(C)C)C=1N=C(N(C1C#N)CC1=CC=C(C=C1)C1=C(C=CC=C1)C1=NN=NN1)CCC (4-(1-hydroxy-2-methylpropyl)-2-propyl-1-{4-[2-(tetrazol-5-yl)phenyl]phenyl}methylimidazole-5-carbonitrile), aqueous solution, [OH-].[Na+] (sodium hydroxide). The product is OC(C(C)C)C=1N=C(N(C1C(=O)N)CC1=CC=C(C=C1)C1=C(C=CC=C1)C1=NN=NN1)CCC (4-(1-Hydroxy-2-methylpropyl)-2-propyl-1-{4-[2-(tetrazol-5-yl)phenyl]phenyl}methylimidazole-5-carboxamide). RXN SMILES: [OH:1][CH:2]([C:6]1[N:7]=[C:8]([CH2:31][CH2:32][CH3:33])[N:9]([CH2:13][C:14]2[CH:19]=[CH:18][C:17]([C:20]3[CH:25]=[CH:24][CH:23]=[CH:22][C:21]=3[C:26]3[NH:30][N:29]=[N:28][N:27]=3)=[CH:16][CH:15]=2)[C:10]=1[C:11]#[N:12])[CH:3]([CH3:5])[CH3:4].[OH-:34].[Na+]>>[OH:1][CH:2]([C:6]1[N:7]=[C:8]([CH2:31][CH2:32][CH3:33])[N:9]([CH2:13][C:14]2[CH:19]=[CH:18][C:17]([C:20]3[CH:25]=[CH:24][CH:23]=[CH:22][C:21]=3[C:26]3[NH:30][N:29]=[N:28][N:27]=3)=[CH:16][CH:15]=2)[C:10]=1[C:11]([NH2:12])=[O:34])[CH:3]([CH3:5])[CH3:4] |f:1.2|. Procedure: Following a procedure similar to that described in Example 74(d), but using 0.90 g of 4-(1-hydroxy-2-methylpropyl)-2-propyl-1-{4-[2-(tetrazol-5-yl)phenyl]phenyl}methylimidazole-5-carbonitrile [prepared as described in step (c) above] in a 1N aqueous solution of sodium hydroxide, 0.64 g of the title compound was obtained as a powder, melting at 153°-157° C. Starting materials: CO (methanol), C[O-].[Na+] (sodium methoxide), ClC=1C2=C(N=C(N1)N)OC(=C2)C (4-chloro-6-methylfuro[2,3-d]pyrimidin-2-amine). Solvent: FC(C(=O)O)(F)F (trifluoroacetic acid). Run at time 24 hour. The product is COC=1C2=C(N=C(N1)N)OC(=C2)C (4-Methoxy-6-methylfuro[2,3-d]pyrimidin-2-amine). RXN SMILES: [CH3:1][OH:2].C[O-].[Na+].Cl[C:7]1[C:8]2[CH:16]=[C:15]([CH3:17])[O:14][C:9]=2[N:10]=[C:11]([NH2:13])[N:12]=1>FC(F)(F)C(O)=O>[CH3:1][O:2][C:7]1[C:8]2[CH:16]=[C:15]([CH3:17])[O:14][C:9]=2[N:10]=[C:11]([NH2:13])[N:12]=1 |f:1.2|. Reported procedure: To 100 ml of anhydrous methanol was added 0.9 g sodium methoxide plus 1.7 g of 4-chloro-6-methylfuro[2,3-d]pyrimidin-2-amine and the mixture was heated to boiling for 24 hours. The methanol was then removed under reduced pressure and the product was triturated with water and filtered to afford a yield of 1.5 g, m.p. 173°-175°. An NMR (60 MHz) spectrum in trifluoroacetic acid solution exhibited absorptions at 2.5, 4.4 and 6.5 ppm in a 3:3:1 ratio indicating the title compound. Starting materials: BrB(Br)Br, ClCCl, COc1ccc(-n2nc3c(c2Cl)CCCC3)c(F)c1. The product is Oc1ccc(-n2nc3c(c2Cl)CCCC3)c(F)c1. Reaction SMILES: [B:1]([Br:2])([Br:3])[Br:4].[CH2:24]([Cl:25])[Cl:26].[Cl:5][c:6]1[n:7](-[c:15]2[c:16]([F:23])[cH:17][c:18]([O:21][CH3:22])[cH:19][cH:20]2)[n:8][c:9]2[c:14]1[CH2:13][CH2:12][CH2:11][CH2:10]2>>[Cl:5][c:6]1[n:7](-[c:15]2[c:16]([F:23])[cH:17][c:18]([OH:21])[cH:19][cH:20]2)[n:8][c:9]2[c:14]1[CH2:13][CH2:12][CH2:11][CH2:10]2. Reactants: NN (hydrazine), ClC1=C(C(=CC=C1)Cl)S(=O)(=O)N (2,6-dichlorobenzenesulfonamide), CSC(=NC#N)SC (dimethyl N-cyanodithioiminocarbonate), C(=O)([O-])[O-].[K+].[K+] (K2CO3). The solvent is C1CCOC1 (THF). Run at temperature 30 celsius, time 3 day. The product is NC1=NC(=NN1)NS(=O)(=O)C1=C(C=CC=C1Cl)Cl (N-(5-Amino-1,2,4-triazol-3-yl)-2,6-dichlorobenzenesulfonamide). Yield: 91.3%. Reaction SMILES: [Cl:1][C:2]1[CH:7]=[CH:6][CH:5]=[C:4]([Cl:8])[C:3]=1[S:9]([NH2:12])(=[O:11])=[O:10].CS[C:15](SC)=[N:16][C:17]#[N:18].C([O-])([O-])=O.[K+].[K+].[NH2:27][NH2:28]>C1COCC1>[NH2:18][C:17]1[NH:28][N:27]=[C:15]([NH:12][S:9]([C:3]2[C:4]([Cl:8])=[CH:5][CH:6]=[CH:7][C:2]=2[Cl:1])(=[O:10])=[O:11])[N:16]=1 |f:2.3.4|. Procedure: A mixture of 90.1 g (0.398 mol) of 2,6-dichlorobenzenesulfonamide, 64.7 g (0.398 mol) of dimethyl N-cyanodithioiminocarbonate and 58.3 g (0.420 mol) of powdered anhydrous K2CO3 in 800 ml of THF was heated at reflux for 3 hours. After cooling to 30° C., 25.3 ml (25.6 g, 0.798 mol) of anhydrous hydrazine was added dropwise over 30 minutes. The resulting mixture was stirred for 3 days at ambient temperature and filtered. The solid collected was washed with THF, suspended in 400 ml of water and acid... Starting materials: C(CC)OCCCl (2-propoxyethyl chloride), CO (methanol), C([O-])([O-])=O.[K+].[K+] (potassium carbonate), C(C1=CC=CC=C1)N1C=NC=2N(C(NC(C12)=O)=O)CCC (7-benzyl-3-propylxanthine). Run in O (water), CN(C=O)C (dimethylformamide), O (water). Reaction conditions: time 1 hour. Yields the product C(C1=CC=CC=C1)N1C=NC=2N(C(N(C(C12)=O)CCOCCC)=O)CCC (7-Benzyl-1-(2-propoxyethyl)-3-propylxanthine). Reaction SMILES: C(=O)([O-])[O-].[K+].[K+].[CH2:7]([N:14]1[C:22]2[C:21](=[O:23])[NH:20][C:19](=[O:24])[N:18]([CH2:25][CH2:26][CH3:27])[C:17]=2[N:16]=[CH:15]1)[C:8]1[CH:13]=[CH:12][CH:11]=[CH:10][CH:9]=1.[CH2:28]([O:31][CH2:32][CH2:33]Cl)[CH2:29][CH3:30].CO>CN(C)C=O.O>[CH2:7]([N:14]1[C:22]2[C:21](=[O:23])[N:20]([CH2:33][CH2:32][O:31][CH2:28][CH2:29][CH3:30])[C:19](=[O:24])[N:18]([CH2:25][CH2:26][CH3:27])[C:17]=2[N:16]=[CH:15]1)[C:8]1[CH:13]=[CH:12][CH:11]=[CH:10][CH:9]=1 |f:0.1.2|. Procedure: 1.7 g (12.48 mmol) of potassium carbonate were added at 60° C. to a suspension of 2.2 g (7.8 mmol) of 7-benzyl-3-propylxanthine (prepared according to Example 4a) in 70 ml of dimethylformamide and the mixture was stirred at this temperature for one hour. 1.3 ml (10.14 mmol) of 2-propoxyethyl chloride were then added dropwise and the mixture was stirred at 80° C. for 10 hours. 1.2 ml of methanol and 14 ml of water were then added, and the mixture was allowed to stand overnight, treated with a fur... Run at time 20 minute. Yield: 62.1%. Yields the product NCCNC(=NC1=NC=NC2=CC(=C(C=C12)OC)OCC1CCN(CC1)C)NC1=C(C=CC=C1C)C (N-(2-aminoethyl)-N′-(2,6-dimethylphenyl)-N″-[6-methoxy-7-(N-methylpiperidin-4-ylmethoxy)quinazolin-4-yl]guanidine). Solvent: C(Cl)Cl (methylene chloride). The reactants are C(C)(C)(C)OC(=O)NCCNC(=NC1=NC=NC2=CC(=C(C=C12)OC)OCC1CCN(CC1)C)NC1=C(C=CC=C1C)C (N-(2-tert-butoxycarbonylaminoethyl)-N′-(2,6-dimethylphenyl)-N″-[6-methoxy-7-(N-methylpiperidin-4-ylmethoxy)quinazolin-4-yl]guanidine), FC(C(=O)O)(F)F (trifluoroacetic acid). Reaction SMILES: C(OC([NH:8][CH2:9][CH2:10][NH:11][C:12]([NH:35][C:36]1[C:41]([CH3:42])=[CH:40][CH:39]=[CH:38][C:37]=1[CH3:43])=[N:13][C:14]1[C:23]2[C:18](=[CH:19][C:20]([O:26][CH2:27][CH:28]3[CH2:33][CH2:32][N:31]([CH3:34])[CH2:30][CH2:29]3)=[C:21]([O:24][CH3:25])[CH:22]=2)[N:17]=[CH:16][N:15]=1)=O)(C)(C)C.FC(F)(F)C(O)=O>C(Cl)Cl>[NH2:8][CH2:9][CH2:10][NH:11][C:12]([NH:35][C:36]1[C:41]([CH3:42])=[CH:40][CH:39]=[CH:38][C:37]=1[CH3:43])=[N:13][C:14]1[C:23]2[C:18](=[CH:19][C:20]([O:26][CH2:27][CH:28]3[CH2:29][CH2:30][N:31]([CH3:34])[CH2:32][CH2:33]3)=[C:21]([O:24][CH3:25])[CH:22]=2)[N:17]=[CH:16][N:15]=1. Procedure details: A mixture of N-(2-tert-butoxycarbonylaminoethyl)-N′-(2,6-dimethylphenyl)-N″-[6-methoxy-7-(N-methylpiperidin-4-ylmethoxy)quinazolin-4-yl]guanidine (0.31 g), trifluoroacetic acid (1 ml) and methylene chloride (1 ml), was stirred at ambient temperature for 20 minutes. The reaction mixture was evaporated and the residue was dissolved in water (4 ml) and the solution was basified to pH10 by the addition of 10N aqueous potassium hydroxide solution. The mixture was extracted with a 19:1 mixture of meth... Reactants: C(C)(=O)C1COC2=CC=CC=C2C1=O (3-acetyl-4-chromanone), [H-].[Na+] (sodium hydride), C(C(=O)OCC)(=O)OCC (diethyl oxalate). Run in O1CCCC1 (tetrahydrofuran), O1CCCC1 (tetrahydrofuran). The product is O1CC(C(C2=CC=CC=C12)=O)C(CC(C(=O)O)=O)=O (4-(4-chromanone-3-yl)-2,4-dioxobutyric acid). As a reaction SMILES: [C:1]([CH:4]1[C:13](=[O:14])[C:12]2[C:7](=[CH:8][CH:9]=[CH:10][CH:11]=2)[O:6][CH2:5]1)(=[O:3])[CH3:2].[H-].[Na+].[C:17](OCC)(=[O:23])[C:18]([O:20]CC)=[O:19]>O1CCCC1>[O:6]1[C:7]2[C:12](=[CH:11][CH:10]=[CH:9][CH:8]=2)[C:13](=[O:14])[CH:4]([C:1](=[O:3])[CH2:2][C:17](=[O:23])[C:18]([OH:20])=[O:19])[CH2:5]1 |f:1.2|. Reported procedure: A solution of 3-acetyl-4-chromanone (1.8 g, 9.5 mmoles, described in Example 5) in dry tetrahydrofuran (20 ml) is added dropwise to a suspension of 57% sodium hydride (1.17 g, 28.5 mmoles) in tetrahydrofuran (30 ml) and the mixture is heated at reflux temperature for 15 min. A solution of diethyl oxalate (1.39 g, 9.5 mmoles) is added dropwise under an atmosphere of nitrogen. The reaction mixture is heated at reflux temperature overnight and cooled to -40° C. A solution of 50% aqueous acetic acid... Reactants: ClC1=C(C=C(C=C1)C=1SC(=C(N1)C)C(=O)OCC)[N+](=O)[O-] (ethyl 2-(4-chloro-3-nitrophenyl)-4-methyl-5-thiazolecarboxylate), CC=1N=C(SC1C(=O)OCC)C1=CC(=C(C=C1)N1CCOCC1)[N+](=O)[O-] (ethyl 4-methyl-2-(4-morpholino-3-nitrophenyl)-5-thiazolecarboxylate). Run in N1CCOCC1 (morpholine). Product: CC=1N=C(SC1C(=O)O)C1=CC(=C(C=C1)N1CCOCC1)[N+](=O)[O-] (4-methyl-2(4-morpholino-3-nitrophenyl)-5-thiazolecarboxylic acid). Isolated yield 71.0%. Reaction SMILES: ClC1C=CC(C2SC(C(OCC)=O)=C(C)N=2)=CC=1[N+]([O-])=O.[CH3:22][C:23]1[N:24]=[C:25]([C:33]2[CH:38]=[CH:37][C:36]([N:39]3[CH2:44][CH2:43][O:42][CH2:41][CH2:40]3)=[C:35]([N+:45]([O-:47])=[O:46])[CH:34]=2)[S:26][C:27]=1[C:28]([O:30]CC)=[O:29]>N1CCOCC1>[CH3:22][C:23]1[N:24]=[C:25]([C:33]2[CH:38]=[CH:37][C:36]([N:39]3[CH2:40][CH2:41][O:42][CH2:43][CH2:44]3)=[C:35]([N+:45]([O-:47])=[O:46])[CH:34]=2)[S:26][C:27]=1[C:28]([OH:30])=[O:29]. Reported procedure: As described in Example 37, ethyl 2-(4-chloro-3-nitrophenyl)-4-methyl-5-thiazolecarboxylate was reacted in morpholine, and the resulting ethyl 4-methyl-2-(4-morpholino-3-nitrophenyl)-5-thiazolecarboxylate was hydrolyzed by a conventional process to give 4-methyl-2(4-morpholino-3-nitrophenyl)-5-thiazolecarboxylic acid (yield: 71%).